This data is from the Open Reaction Database (ORD), a public repository of structured organic reaction records. The task is: describe an organic reaction: reactants, conditions, products, and yield The reactants are S(=O)(Cl)Cl (thionyl chloride), S(=O)(Cl)Cl (thionyl chloride), OC=1C=NC(=NC1)C=1C=C(C(=O)O)C=CC1 (3-(5-hydroxypyrimidin-2-yl)benzoic acid), CO (methanol), S(=O)(Cl)Cl (thionyl chloride). Conditions: temperature 80 celsius, time 2 hour. Reaction SMILES: S(Cl)(Cl)=O.[OH:5][C:6]1[CH:7]=[N:8][C:9]([C:12]2[CH:13]=[C:14]([CH:18]=[CH:19][CH:20]=2)[C:15]([OH:17])=[O:16])=[N:10][CH:11]=1.[CH3:21]O>>[OH:5][C:6]1[CH:11]=[N:10][C:9]([C:12]2[CH:13]=[C:14]([CH:18]=[CH:19][CH:20]=2)[C:15]([O:17][CH3:21])=[O:16])=[N:8][CH:7]=1. The product is OC=1C=NC(=NC1)C=1C=C(C(=O)OC)C=CC1 (methyl 3-(5-hydroxypyrimidin-2-yl)benzoate). Reported procedure: 32.7 ml (445 mmol) of thionyl chloride are added to a suspension of 88.0 g (366 mmol) of 3-(5-hydroxypyrimidin-2-yl)benzoic acid in 1.4 l of methanol, and the mixture is heated at 80° C. for 2 hours. 20 ml (276 mmol) of thionyl chloride and, after 2 hours, a further 10 ml (138 mmol) of thionyl chloride are then added. After each addition, the reaction mixture is stirred at 80° C. for 2 hours. The reaction mixture is evaporated to a volume of about 300 ml in vacuo. The precipitate formed is filte... Starting materials: CC#N, C[Si](C)(C)CCOCn1cc(C#N)c(=O)c2cc([N+](=O)[O-])c(Cl)cc21, NCCN1CCOCC1. Yields the product C[Si](C)(C)CCOCn1cc(C#N)c(=O)c2cc([N+](=O)[O-])c(NCCN3CCOCC3)cc21. Reaction SMILES: [CH3:35][C:36]#[N:37].[Cl:1][c:2]1[c:3]([N+:23](=[O:24])[O-:25])[cH:4][c:5]2[c:6](=[O:22])[c:7]([C:20]#[N:21])[cH:8][n:9]([CH2:12][O:13][CH2:14][CH2:15][Si:16]([CH3:17])([CH3:18])[CH3:19])[c:10]2[cH:11]1.[NH2:26][CH2:27][CH2:28][N:29]1[CH2:30][CH2:31][O:32][CH2:33][CH2:34]1>>[c:2]1([NH:26][CH2:27][CH2:28][N:29]2[CH2:30][CH2:31][O:32][CH2:33][CH2:34]2)[c:3]([N+:23](=[O:24])[O-:25])[cH:4][c:5]2[c:6](=[O:22])[c:7]([C:20]#[N:21])[cH:8][n:9]([CH2:12][O:13][CH2:14][CH2:15][Si:16]([CH3:17])([CH3:18])[CH3:19])[c:10]2[cH:11]1. Reactants: C(C)(=O)OC(C)=O (Acetic anhydride), C(C)NC(=O)NCC (1,3-diethylurea), C(CC(=O)O)(=O)O (malonic acid). Solvent: C(C)(=O)O (acetic acid). Run at temperature 90 celsius. Product: C(C)N1C(N(C(CC1=O)=O)CC)=O (1,3-Diethyl-2,4,6-(1H,3H,5H)-Pyrimidinetrione). RXN SMILES: C(OC(=O)C)(=O)C.[CH2:8]([NH:10][C:11]([NH:13][CH2:14][CH3:15])=[O:12])[CH3:9].[C:16]([OH:22])(=O)[CH2:17][C:18]([OH:20])=O>C(O)(=O)C>[CH2:8]([N:10]1[C:16](=[O:22])[CH2:17][C:18](=[O:20])[N:13]([CH2:14][CH3:15])[C:11]1=[O:12])[CH3:9]. Procedure: Acetic anhydride (16 ml, 0.15 mole) was added dropwise over two hours to a solution of 1,3-diethylurea (5.3 g, 0.05 mole) and malonic acid (5.2 g, 0.05 mole) in acetic acid (40 ml) at 65° C. After the addition was complete, the temperature was raised to 90° C. and maintained there for three hours. The solvent was evaporated under reduced pressure and the residue boiled with ethanol for fifteen minutes. After some time, 1,3-diethyl-2,4,6-(1H,3H,5H)- pyrimidinetrione crystallized in cubic crystals... Yields the product COc1ncc(Cl)c(C)c1C=O. As a reaction SMILES: [CH2:21]([NH2+:22][CH2:23][CH:24]([CH3:25])[CH3:26])[CH:27]([CH3:28])[CH3:29].[CH3:13][c:14]1[cH:15][cH:16][cH:17][cH:18][cH:19]1.[Cl:1][c:2]1[c:3]([CH3:12])[c:4]([C:10]#[N:11])[c:5]([O:8][CH3:9])[n:6][cH:7]1.[Cl:32][CH2:33][Cl:34].[ClH:30].[H-:20].[OH2:31]>>[Cl:1][c:2]1[c:3]([CH3:12])[c:4]([CH:10]=[O:31])[c:5]([O:8][CH3:9])[n:6][cH:7]1. The reactants are CC(C)C[NH2+]CC(C)C, Cc1ccccc1, COc1ncc(Cl)c(C)c1C#N, ClCCl, Cl, [H-], O.